This data is from the Open Reaction Database (ORD), a public repository of structured organic reaction records. The task is: describe an organic reaction: reactants, conditions, products, and yield The reactants are COC([C@@H](NC([C@H](NOCC1=CC=CC=C1)C=C=O)=O)CC(C)C)=O (Nα -benzyloxy-carbonyl-D-alanyl-L-leucine methyl ester), C(C)(C)(C)OC(=O)N[C@@H](CC1=CC=C(C=C1)OCC1=CC=CC=C1)C(=O)O (Nα -t-butoxycarbonyl-O-benzyl-L-tyrosine), CO (methanol), [H][H] (hydrogen), [H][H] (hydrogen). The reagents and catalysts are [Pd] (palladium-on-carbon). Reaction conditions: temperature -10 celsius, time 2 hour. Product: COC([C@@H](NC([C@H](NC([C@@H](NC(=O)OC(C)(C)C)CC1=CC=C(C=C1)OCC1=CC=CC=C1)=O)C)=O)CC(C)C)=O (Nα -t-Butoxycarbonyl-O-benzyl-L-tyrosyl-D-alanyl-L-leucine methyl ester). Reaction SMILES: C[O:2][C:3](=O)[C@H:4]([CH2:21][CH:22]([CH3:24])[CH3:23])[NH:5][C:6](=[O:20])[C@@H:7]([CH:17]=C=O)[NH:8]OCC1C=CC=CC=1.[H][H].[C:28]([O:32][C:33]([NH:35][C@H:36]([C:52]([OH:54])=O)[CH2:37][C:38]1[CH:43]=[CH:42][C:41]([O:44][CH2:45][C:46]2[CH:51]=[CH:50][CH:49]=[CH:48][CH:47]=2)=[CH:40][CH:39]=1)=[O:34])([CH3:31])([CH3:30])[CH3:29].[CH3:55][OH:56]>[Pd]>[CH3:55][O:56][C:3](=[O:2])[C@H:4]([CH2:21][CH:22]([CH3:24])[CH3:23])[NH:5][C:6](=[O:20])[C@@H:7]([CH3:17])[NH:8][C:52](=[O:54])[C@H:36]([CH2:37][C:38]1[CH:39]=[CH:40][C:41]([O:44][CH2:45][C:46]2[CH:47]=[CH:48][CH:49]=[CH:50][CH:51]=2)=[CH:42][CH:43]=1)[NH:35][C:33]([O:32][C:28]([CH3:29])([CH3:30])[CH3:31])=[O:34]. Procedure details: Nα -t-Butoxycarbonyl-O-benzyl-L-tyrosyl-D-alanyl-L-leucine methyl ester is prepared from 7 g. (20 mmol) of Nα -benzyloxy-carbonyl-D-alanyl-L-leucine methyl ester by reduction with hydrogen. The material is dissolved in 150 ml. of methanol and 500 mg. of 20% palladium-on-carbon added followed by the introduction of hydrogen. The stirred reaction mixture is shown by thin layer chromatography to be complete in 2 hours. The mixture is filtered to separate the catalyst and 7.42 g. (20 mmol) of Nα -t-... Product: CCOC(=O)CCCN(C(=O)c1cc(Cl)ccc1OC)C(c1ccccc1)c1ccccc1. Reaction SMILES: [CH2:23]([N:24]([CH:25]([CH3:26])[CH3:27])[CH:28]([CH3:29])[CH3:30])[CH3:31].[CH3:45][S:46]([CH3:47])=[O:48].[CH:1]([c:2]1[cH:3][cH:4][cH:5][cH:6][cH:7]1)([c:8]1[cH:9][cH:10][cH:11][cH:12][cH:13]1)[NH:14][CH2:15][CH2:16][CH2:17][C:18](=[O:19])[O:20][CH2:21][CH3:22].[Cl-:32].[Cl:33][c:34]1[cH:35][cH:36][c:37]([O:43][CH3:44])[c:38]([C:39](=[O:40])[OH:41])[cH:42]1.[cH:49]1[cH:50][cH:51][cH:52][cH:53][cH:54]1>>[CH:1]([c:2]1[cH:3][cH:4][cH:5][cH:6][cH:7]1)([c:8]1[cH:9][cH:10][cH:11][cH:12][cH:13]1)[N:14]([CH2:15][CH2:16][CH2:17][C:18](=[O:19])[O:20][CH2:21][CH3:22])[C:39]([c:38]1[c:37]([O:43][CH3:44])[cH:36][cH:35][c:34]([Cl:33])[cH:42]1)=[O:40]. Starting materials: CCN(C(C)C)C(C)C, CS(C)=O, CCOC(=O)CCCNC(c1ccccc1)c1ccccc1, [Cl-], COc1ccc(Cl)cc1C(=O)O, c1ccccc1. Starting materials: NC[C@@H]1[C@H]2C[C@H]2CN1C(=O)C=1N=C(SC1C1=CC(=CC=C1)Cl)C (((1S,2S,5R)-2-Aminomethyl-3-aza-bicyclo[3.1.0]hex-3-yl)-[5-(3-chloro-phenyl)-2-methyl-thiazol-4-yl]-methanone), C1(=CC=CC2=CC=CC=C12)C(=O)O (Naphthalene-1-carboxylic acid). Product: ClC=1C=C(C=CC1)C1=C(N=C(S1)C)C(=O)N1[C@@H]([C@H]2C[C@H]2C1)CNC(=O)C1=CC=CC2=CC=CC=C12 (Naphthalene-1-carboxylic Acid{(1S,2S,5R)-3-[5-(3-chloro-phenyl)-2-methyl-thiazole-4-carbonyl]-3-aza-bicyclo[3.1.0]hex-2-ylmethyl}-amide). As a reaction SMILES: [NH2:1][CH2:2][C@H:3]1[N:8]([C:9]([C:11]2[N:12]=[C:13]([CH3:23])[S:14][C:15]=2[C:16]2[CH:21]=[CH:20][CH:19]=[C:18]([Cl:22])[CH:17]=2)=[O:10])[CH2:7][C@H:6]2[C@@H:4]1[CH2:5]2.[C:24]1([C:34](O)=[O:35])[C:33]2[C:28](=[CH:29][CH:30]=[CH:31][CH:32]=2)[CH:27]=[CH:26][CH:25]=1>>[Cl:22][C:18]1[CH:17]=[C:16]([C:15]2[S:14][C:13]([CH3:23])=[N:12][C:11]=2[C:9]([N:8]2[CH2:7][C@H:6]3[C@H:4]([CH2:5]3)[C@H:3]2[CH2:2][NH:1][C:34]([C:24]2[C:33]3[C:28](=[CH:29][CH:30]=[CH:31][CH:32]=3)[CH:27]=[CH:26][CH:25]=2)=[O:35])=[O:10])[CH:21]=[CH:20][CH:19]=1. Procedure: prepared by reaction of ((1S,2S,5R)-2-Aminomethyl-3-aza-bicyclo[3.1.0]hex-3-yl)-[5-(3-chloro-phenyl)-2-methyl-thiazol-4-yl]-methanone with Naphthalene-1-carboxylic acid. LC-MS (basic): tR=0.95 min; [M+H]+=502.3. The reactants are [OH-].[K+] (KOH), COC(=O)C1=CC2=C(N(C(=N2)C=2C=C3C=CC(=NC3=CC2)C2=C(C=CC(=C2)OC)Br)C2CCCCC2)C=C1 (2-[2-(2-Bromo-5-methoxy-phenyl)-quinolin-6-yl]-1-cyclohexyl-1H-benzoimidazole-5-carboxylic acid Methyl Ester), 4-amidophenylboronic acid, C([O-])(O)=O.[Na+] (sodium bicarbonate), O (water). Reagents/catalysts: C=1C=CC(=CC1)[P](C=2C=CC=CC2)(C=3C=CC=CC3)[Pd]([P](C=4C=CC=CC4)(C=5C=CC=CC5)C=6C=CC=CC6)([P](C=7C=CC=CC7)(C=8C=CC=CC8)C=9C=CC=CC9)[P](C=1C=CC=CC1)(C=1C=CC=CC1)C=1C=CC=CC1 (Palladium Tetrakis). Run in C1(=CC=CC=C1)C (toluene), CO (methanol), CO (methanol). Conditions: temperature 90 celsius, time 16 hour. Yields the product C(N)(=O)C1=CC=C(C2=CC=C(C=C2C2=NC3=CC=C(C=C3C=C2)C2=NC3=C(N2C2CCCCC2)C=CC(=C3)C(=O)O)OC)C=C1 (2-[2-(4′-carbamoyl-4-methoxy-biphen-2-yl)-quinolin-6-yl]-1-cyclohexyl-1H-benzoimidazole-5-carboxylic acid). As a reaction SMILES: CO[C:3]([C:5]1[CH:38]=[CH:37][C:8]2[N:9]([CH:31]3[CH2:36][CH2:35][CH2:34][CH2:33][CH2:32]3)[C:10]([C:12]3[CH:13]=[C:14]4[C:19](=[CH:20][CH:21]=3)[N:18]=[C:17]([C:22]3[CH:27]=[C:26](OC)[CH:25]=[CH:24][C:23]=3Br)[CH:16]=[CH:15]4)=[N:11][C:7]=2[CH:6]=1)=[O:4].[C:39](=[O:42])(O)[O-].[Na+].[OH-:44].[K+].[OH2:46]>C1(C)C=CC=CC=1.CO.C1C=CC([P]([Pd]([P](C2C=CC=CC=2)(C2C=CC=CC=2)C2C=CC=CC=2)([P](C2C=CC=CC=2)(C2C=CC=CC=2)C2C=CC=CC=2)[P](C2C=CC=CC=2)(C2C=CC=CC=2)C2C=CC=CC=2)(C2C=CC=CC=2)C2C=CC=CC=2)=CC=1>[C:10]([C:12]1[CH:13]=[CH:14][C:19]([C:23]2[C:22]([C:17]3[CH:16]=[CH:15][C:14]4[C:19](=[CH:20][CH:21]=[C:12]([C:10]5[N:9]([CH:31]6[CH2:32][CH2:33][CH2:34][CH2:35][CH2:36]6)[C:8]6[CH:37]=[CH:38][C:5]([C:3]([OH:4])=[O:46])=[CH:6][C:7]=6[N:11]=5)[CH:13]=4)[N:18]=3)=[CH:27][C:26]([O:42][CH3:39])=[CH:25][CH:24]=2)=[CH:20][CH:21]=1)(=[O:44])[NH2:9] |f:1.2,3.4,^1:59,61,80,99|. Procedure: In a flame dried vial with a Teflon lined screw cap, a solution of Compound 365b (100 mg, 0.175 mmol), 4-amidophenylboronic acid (31 mg, 0.2625 mmol), and Palladium Tetrakis (20 mg, 0.0175 mmol) in toluene (6.5 mL), methanol (1.6 mL), and saturated sodium bicarbonate in water (800 ul) was degassed, flushed with argon, and sealed. The reaction was stirred for 16 hours at 90° C. The vial was then cooled to room temperature and 10% w/v KOH in methanol (2 mL, 3.5 mmol) was added. The reaction was re... Reactants: CCOC(=O)C(Cl)c1ccccc1, Cl, O=[N+]([O-])c1ccccc1F, CN(C)C=O, O. The product is CCOC(=O)C(c1ccccc1)c1ccc([N+](=O)[O-])c(F)c1. RXN SMILES: [Cl:1][CH:2]([C:3](=[O:4])[O:5][CH2:6][CH3:7])[c:8]1[cH:9][cH:10][cH:11][cH:12][cH:13]1.[ClH:24].[F:14][c:15]1[c:16]([N+:21](=[O:22])[O-:23])[cH:17][cH:18][cH:19][cH:20]1.[O:25]=[CH:26][N:27]([CH3:28])[CH3:29].[OH2:30]>>[CH:2]([C:3](=[O:4])[O:5][CH2:6][CH3:7])([c:8]1[cH:9][cH:10][cH:11][cH:12][cH:13]1)[c:19]1[cH:18][cH:17][c:16]([N+:21](=[O:22])[O-:23])[c:15]([F:14])[cH:20]1. The reactants are CCCc1nc2c(C)cc(-c3cn4ccsc4n3)cc2n1Cc1ccc(-c2ccccc2C(=O)OC(C)(C)C)cc1, ClCCl, O=C(O)C(F)(F)F. Yields the product CCCc1nc2c(C)cc(-c3cn4ccsc4n3)cc2n1Cc1ccc(-c2ccccc2C(=O)O)cc1. Reaction SMILES: [CH2:1]([CH2:2][CH3:3])[c:4]1[n:5][c:6]2[c:7]([n:8]1[CH2:9][c:10]1[cH:11][cH:12][c:13](-[c:16]3[c:17]([C:22](=[O:23])[O:24][C:25]([CH3:26])([CH3:27])[CH3:28])[cH:18][cH:19][cH:20][cH:21]3)[cH:14][cH:15]1)[cH:29][c:30](-[c:34]1[n:35][c:36]3[s:37][cH:38][cH:39][n:40]3[cH:41]1)[cH:31][c:32]2[CH3:33].[CH2:49]([Cl:50])[Cl:51].[OH:42][C:43]([C:44]([F:45])([F:46])[F:47])=[O:48]>>[CH2:1]([CH2:2][CH3:3])[c:4]1[n:5][c:6]2[c:7]([n:8]1[CH2:9][c:10]1[cH:11][cH:12][c:13](-[c:16]3[c:17]([C:22](=[O:23])[OH:24])[cH:18][cH:19][cH:20][cH:21]3)[cH:14][cH:15]1)[cH:29][c:30](-[c:34]1[n:35][c:36]3[s:37][cH:38][cH:39][n:40]3[cH:41]1)[cH:31][c:32]2[CH3:33].